From a dataset of the Open Reaction Database (ORD), a public repository of structured organic reaction records. describe an organic reaction: reactants, conditions, products, and yield Starting materials: CC(C)(C)[O-], Cc1ccccc1, Cc1cc(C#N)cc2nc(-c3ccc(I)cn3)oc12, CC(C)OCCN, [Na+], O=C(C=Cc1ccccc1)C=Cc1ccccc1, O=C(C=Cc1ccccc1)C=Cc1ccccc1, O=C(C=Cc1ccccc1)C=Cc1ccccc1, [Pd], [Pd]. Yields the product Cc1cc(C#N)cc2nc(-c3ccc(NCCOC(C)C)cn3)oc12. RXN SMILES: [CH3:1][C:2]([CH3:3])([O-:4])[CH3:5].[CH3:33][c:34]1[cH:35][cH:36][cH:37][cH:38][cH:39]1.[I:14][c:15]1[cH:16][cH:17][c:18](-[c:21]2[o:22][c:23]3[c:24]([n:25]2)[cH:26][c:27]([C:31]#[N:32])[cH:28][c:29]3[CH3:30])[n:19][cH:20]1.[NH2:7][CH2:8][CH2:9][O:10][CH:11]([CH3:12])[CH3:13].[Na+:6].[O:42]=[C:43]([CH:44]=[CH:45][c:46]1[cH:47][cH:48][cH:49][cH:50][cH:51]1)[CH:52]=[CH:53][c:54]1[cH:55][cH:56][cH:57][cH:58][cH:59]1.[O:60]=[C:61]([CH:62]=[CH:63][c:64]1[cH:65][cH:66][cH:67][cH:68][cH:69]1)[CH:70]=[CH:71][c:72]1[cH:73][cH:74][cH:75][cH:76][cH:77]1.[O:78]=[C:79]([CH:80]=[CH:81][c:82]1[cH:83][cH:84][cH:85][cH:86][cH:87]1)[CH:88]=[CH:89][c:90]1[cH:91][cH:92][cH:93][cH:94][cH:95]1.[Pd:40].[Pd:41]>>[NH:7]([CH2:8][CH2:9][O:10][CH:11]([CH3:12])[CH3:13])[c:15]1[cH:16][cH:17][c:18](-[c:21]2[o:22][c:23]3[c:24]([n:25]2)[cH:26][c:27]([C:31]#[N:32])[cH:28][c:29]3[CH3:30])[n:19][cH:20]1. Starting materials: ice, C([O-])([O-])=O.[K+].[K+] (potassium carbonate), OC1=CC=NC2=CC(=CC=C12)OC (4-hydroxy-7-methoxyquinoline), P(=O)(Br)(Br)Br (phosphorus oxybromide). The solvent is CCOC(=O)C (EtOAc). Yields the product BrC1=CC=NC2=CC(=CC=C12)OC (4-bromo-7-methoxyquinoline). Reaction SMILES: O[C:2]1[C:11]2[C:6](=[CH:7][C:8]([O:12][CH3:13])=[CH:9][CH:10]=2)[N:5]=[CH:4][CH:3]=1.P(Br)(Br)([Br:16])=O.C(=O)([O-])[O-].[K+].[K+]>CCOC(C)=O>[Br:16][C:2]1[C:11]2[C:6](=[CH:7][C:8]([O:12][CH3:13])=[CH:9][CH:10]=2)[N:5]=[CH:4][CH:3]=1 |f:2.3.4|. Procedure details: 22.74 g of 4-hydroxy-7-methoxyquinoline are added to 200 g of phosphorus oxybromide preheated to a temperature in the region of 110° C. The reaction medium is heated at this same temperature for 3 hours. The reaction medium is poured, while hot, into a mixture of 500 ml of EtOAc and 500 ml of ice-cold water. The medium is neutralized with potassium carbonate to pH 7. After separation of the phases by settling, the organic phase is dried over magnesium sulfate, evaporated under reduced pressure a... The reactants are CC(C)(C)OC(=O)NC1CN(Cc2ccccc2)CCC1F, CO, [H][H]. Product: CC(C)(C)OC(=O)NC1CNCCC1F. Reaction SMILES: [CH2:1]([c:2]1[cH:3][cH:4][cH:5][cH:6][cH:7]1)[N:8]1[CH2:9][CH:10]([NH:15][C:16]([O:17][C:18]([CH3:19])([CH3:20])[CH3:21])=[O:22])[CH:11]([F:14])[CH2:12][CH2:13]1.[CH3:25][OH:26].[H:23][H:24]>>[NH:8]1[CH2:9][CH:10]([NH:15][C:16]([O:17][C:18]([CH3:19])([CH3:20])[CH3:21])=[O:22])[CH:11]([F:14])[CH2:12][CH2:13]1.